The task is: describe an organic reaction: reactants, conditions, products, and yield. This data is from the Open Reaction Database (ORD), a public repository of structured organic reaction records. The reactants are ClCCl, CSc1nccc(COS(C)(=O)=O)n1, CCOC(C)=O, O=C(OO)c1cccc(Cl)c1. Yields the product CS(=O)c1nccc(COS(C)(=O)=O)n1. As a reaction SMILES: [CH2:26]([Cl:27])[Cl:28].[CH3:12][S:13](=[O:14])(=[O:15])[O:16][CH2:17][c:18]1[n:19][c:20]([S:24][CH3:25])[n:21][cH:22][cH:23]1.[CH3:29][CH2:30][O:31][C:32](=[O:33])[CH3:34].[Cl:1][c:2]1[cH:3][c:4]([C:9](=[O:6])[O:10][OH:11])[cH:5][cH:7][cH:8]1>>[O:6]=[S:24]([c:20]1[n:19][c:18]([CH2:17][O:16][S:13]([CH3:12])(=[O:14])=[O:15])[cH:23][cH:22][n:21]1)[CH3:25]. Starting materials: C1(=CCCCC1)CCN1C(SCC1=O)CCCC1=CC=C(C(=O)OCC)C=C1 (ethyl 4-{3-[3-[2-(1-cyclohexenyl)ethyl]-4-oxo-2-thiazolidinyl]propyl}benzoate), [OH-].[Na+] (sodium hydroxide). The solvent is O (water), CO (methanol). Reaction conditions: time 18 hour. Yields the product C1(=CCCCC1)CCN1C(SCC1=O)CCCC1=CC=C(C(=O)O)C=C1 (4-{3-[3-[2-(1-Cyclohexenyl)ethyl]-4-oxo-2-thiazolidinyl]propyl}benzoic Acid). RXN SMILES: [C:1]1([CH2:7][CH2:8][N:9]2[C:13](=[O:14])[CH2:12][S:11][CH:10]2[CH2:15][CH2:16][CH2:17][C:18]2[CH:28]=[CH:27][C:21]([C:22]([O:24]CC)=[O:23])=[CH:20][CH:19]=2)[CH2:6][CH2:5][CH2:4][CH2:3][CH:2]=1.[OH-].[Na+]>CO.O>[C:1]1([CH2:7][CH2:8][N:9]2[C:13](=[O:14])[CH2:12][S:11][CH:10]2[CH2:15][CH2:16][CH2:17][C:18]2[CH:28]=[CH:27][C:21]([C:22]([OH:24])=[O:23])=[CH:20][CH:19]=2)[CH2:6][CH2:5][CH2:4][CH2:3][CH:2]=1 |f:1.2|. Procedure: A solution of ethyl 4-{3-[3-[2-(1-cyclohexenyl)ethyl]-4-oxo-2-thiazolidinyl]propyl}benzoate (Example 4, Step B) (4.0 g., 0.01 mole) and sodium hydroxide (1.2 g., 0.003 mole) in methanol (50 ml.) and water (5 ml.) is allowed to stand at 25° C. for 18 hours. The methanol is distilled at reduced pressure. The residual solution is treated with water (50 ml.) and acidified with 2 N hydrochloric acid. The title compound precipitates as an oil that gradually crystallizes. It is collected, washed with w... The reactants are CO, ClCCl, CCOC(=O)c1nn(CC(=O)Nc2cccc(F)c2)cc1[N+](=O)[O-]. Yields the product CCOC(=O)c1nn(CC(=O)Nc2cccc(F)c2)cc1N. RXN SMILES: [CH3:25][OH:26].[Cl:27][CH2:28][Cl:29].[F:1][c:2]1[cH:3][c:4]([NH:8][C:9]([CH2:10][n:11]2[n:12][c:13]([C:19](=[O:20])[O:21][CH2:22][CH3:23])[c:14]([N+:16]([O-:17])=[O:18])[cH:15]2)=[O:24])[cH:5][cH:6][cH:7]1>>[F:1][c:2]1[cH:3][c:4]([NH:8][C:9]([CH2:10][n:11]2[n:12][c:13]([C:19](=[O:20])[O:21][CH2:22][CH3:23])[c:14]([NH2:16])[cH:15]2)=[O:24])[cH:5][cH:6][cH:7]1.